The task is: describe an organic reaction: reactants, conditions, products, and yield. This data is from the Open Reaction Database (ORD), a public repository of structured organic reaction records. The reactants are ketone, FC1=CC=C(C=C1)C(C(CC)(CC1=CC=CC=C1)N(C)C)=O (1-(4-fluorophenyl)-2-dimethylamino-2-benzyl-butan-1-one), N1CCOCC1 (morpholine), C(=O)([O-])[O-].[K+].[K+] (K2CO3). Run in CS(=O)C (dimethylsulfoxide). Yields the product C(C1=CC=CC=C1)C(C(=O)C1=CC=C(C=C1)N1CCOCC1)(CC)N(C)C (2-Benzyl-2-dimethylamino-1-(4-morpholinophenyl)-butan-1-one). As a reaction SMILES: F[C:2]1[CH:7]=[CH:6][C:5]([C:8](=[O:22])[C:9]([N:19]([CH3:21])[CH3:20])([CH2:12][C:13]2[CH:18]=[CH:17][CH:16]=[CH:15][CH:14]=2)[CH2:10][CH3:11])=[CH:4][CH:3]=1.[NH:23]1[CH2:28][CH2:27][O:26][CH2:25][CH2:24]1.C([O-])([O-])=O.[K+].[K+]>CS(C)=O>[CH2:12]([C:9]([N:19]([CH3:21])[CH3:20])([CH2:10][CH3:11])[C:8]([C:5]1[CH:6]=[CH:7][C:2]([N:23]2[CH2:28][CH2:27][O:26][CH2:25][CH2:24]2)=[CH:3][CH:4]=1)=[O:22])[C:13]1[CH:18]=[CH:17][CH:16]=[CH:15][CH:14]=1 |f:2.3.4|. Procedure details: 608.7 g (2.03 tool) of 1-(4-fluorophenyl)-2-dimethylamino-2-benzyl-butan-1-one (Example 1, B), 354.2 g (4.06 tool) of morpholine, 562 g (4.06 tool) of K2CO3 and 2000 ml of dimethylsulfoxide are heated at 160° for 12 hours, with stirring. After this time, a sample no longer shows any starting ketone in a thin-layer chromatogram. The reaction solution is cooled to room temperature, poured onto ice and extracted with methylene chloride. The organic phase is dried over MgSO4, filtered and evaporated... The product is OCC1OCCN1.C(CCC)NC(OC#CCI)=O (Hydroxymethyl Oxazolidine Iodopropynyl Butylcarbamate). RXN SMILES: OCC[CH:4]([OH:6])[CH3:5].C=O.C(O)[C:10]([NH2:15])(CO)[CH2:11][OH:12].[CH3:17][CH2:18][CH2:19][CH2:20][NH:21][C:22]([O:24][CH2:25][C:26]#[C:27][I:28])=[O:23]>O>[OH:12][CH2:11][CH:10]1[NH:15][CH2:5][CH2:4][O:6]1.[CH2:20]([NH:21][C:22](=[O:23])[O:24][C:25]#[C:26][CH2:27][I:28])[CH2:19][CH2:18][CH3:17] |f:5.6|. Reaction conditions: temperature 60 celsius. Run in O (water). Reactants: bicyclic hydroxymethyl oxazolidine, C(C(CO)(CO)N)O (tris(hydroxymethyl)aminomethane), C=O (formaldehyde), CCCCNC(=O)OCC#CI (IPBC), OCC(N)(CO)CO (tris(hydroxymethyl)-aminomethane), OCCC(C)O (1,3-dihydroxybutane), C=O (paraformaldehyde), C(C(CO)(CO)N)O (tris(hydroxymethyl)aminomethane), C=O (paraformaldehyde). Procedure: A closed vessel is charged with 102 g of 1,3-dihydroxybutane and 62 g of prilled paraformaldehyde is added and mixed at room temperature until a uniform slurry is formed. The slurry is then heated to 60° C. and a 2% molar (or 1–5%) molar excess of tris(hydroxymethyl)aminomethane (THAM) is introduced. A total of 124 g of 99% pure tris(hydroxymethyl)aminomethane is gradually added in increasing increments until a 2% molar excess is obtained. The ensuing condensation reaction takes place over a per... Reactants: NC1=C(C=CC=C1)O (2-aminophenol), N(N)C1=C(C=CC=C1)O (2-hydrazinylphenol), Cl (hydrochloride), N(N)C1=C(C=CC=C1)O (2-hydrazinylphenol), ( a ). Solvent: CO (methanol), S(=O)(=O)([O-])C1=CC=C(C)C=C1 (tosylate), S(=O)(=O)([O-])C1=CC=C(C)C=C1 (tosylate). Product: Cl.NC1=C(C=CC=C1)O (2-aminophenol hydrochloride). As a reaction SMILES: [NH:1]([C:3]1[CH:8]=[CH:7][CH:6]=[CH:5][C:4]=1[OH:9])N.NC1C=CC=CC=1O.[ClH:18]>S(C1C=CC(C)=CC=1)([O-])(=O)=O.CO>[ClH:18].[NH2:1][C:3]1[CH:8]=[CH:7][CH:6]=[CH:5][C:4]=1[OH:9] |f:5.6|. Procedure details: In the present invention, the starting material 2-hydrazinylphenol may be in tosylate form. The 2-hydrazinylphenol in tosylate form can be prepared by a process comprising the steps of: (a) dissolving 2-aminophenol in methanol and adding hydrochloride gas thereto to obtain 2-aminophenol hydrochloride (HCl); (b) dissolving the 2-aminophenol hydrochloride in ethanol and adding isopentyl nitrite thereto to make a nitramide intermediate; and (c) adding the intermediate to an ethanol solution contain... Starting materials: [BH4-], CC(C)(CC(=O)NC1CCc2ccccc2N(Cc2ccc(-c3ccccc3C(=O)O)cc2)C1=O)NC(=O)OCc1ccccc1, CN1CCOCC1, COCCOC, CCOC(C)=O, CC(C)COC(=O)Cl, [Na+], O. Product: CC(C)(CC(=O)NC1CCc2ccccc2N(Cc2ccc(-c3ccccc3CO)cc2)C1=O)NC(=O)OCc1ccccc1. Reaction SMILES: [BH4-:62].[CH3:1][C:2]([CH2:3][C:4](=[O:5])[NH:6][CH:7]1[C:8](=[O:34])[N:9]([CH2:18][c:19]2[cH:20][cH:21][c:22](-[c:25]3[c:26]([C:31](=[O:32])[OH:33])[cH:27][cH:28][cH:29][cH:30]3)[cH:23][cH:24]2)[c:10]2[c:11]([cH:14][cH:15][cH:16][cH:17]2)[CH2:12][CH2:13]1)([CH3:35])[NH:36][C:37](=[O:38])[O:39][CH2:40][c:41]1[cH:42][cH:43][cH:44][cH:45][cH:46]1.[CH3:47][N:48]1[CH2:49][CH2:50][O:51][CH2:52][CH2:53]1.[CH3:64][O:65][CH2:66][CH2:67][O:68][CH3:69].[CH3:71][CH2:72][O:73][C:74](=[O:75])[CH3:76].[Cl:54][C:55]([O:56][CH2:57][CH:58]([CH3:59])[CH3:60])=[O:61].[Na+:63].[OH2:70]>>[CH3:1][C:2]([CH2:3][C:4](=[O:5])[NH:6][CH:7]1[C:8](=[O:34])[N:9]([CH2:18][c:19]2[cH:20][cH:21][c:22](-[c:25]3[c:26]([CH2:31][OH:32])[cH:27][cH:28][cH:29][cH:30]3)[cH:23][cH:24]2)[c:10]2[c:11]([cH:14][cH:15][cH:16][cH:17]2)[CH2:12][CH2:13]1)([CH3:35])[NH:36][C:37](=[O:38])[O:39][CH2:40][c:41]1[cH:42][cH:43][cH:44][cH:45][cH:46]1. Starting materials: diester, C(C1=CC=CC=C1)(=O)NC(CP(=O)(OCOC(C(C)(C)C)=O)CC(=O)N1[C@H](C(=O)OCC2=CC=CC=C2)CCC1)CC1=CC=CC=C1 ((S)-1-[[[2-(Benzoylamino)-3-phenylpropyl][(2,2-dimethyl-1-oxopropoxy)methoxy]phosphinyl]acetyl]-L-proline, phenylmethyl ester). Reagents/catalysts: [Pd] (palladium on carbon). The solvent is CO (methanol). Yields the product C(C1=CC=CC=C1)(=O)NC(CP(=O)(OCOC(C(C)(C)C)=O)CC(=O)N1[C@H](C(=O)O)CCC1)CC1=CC=CC=C1 ((S)-1-[[[2-(benzoylamino)-3-phenylpropyl][(2,2-dimethyl-1-oxopropoxy)methoxy]phosphinyl]acetyl]-L-proline). RXN SMILES: [C:1]([NH:9][CH:10]([CH2:41][C:42]1[CH:47]=[CH:46][CH:45]=[CH:44][CH:43]=1)[CH2:11][P:12]([CH2:23][C:24]([N:26]1[CH2:40][CH2:39][CH2:38][C@H:27]1[C:28]([O:30]CC1C=CC=CC=1)=[O:29])=[O:25])([O:14][CH2:15][O:16][C:17](=[O:22])[C:18]([CH3:21])([CH3:20])[CH3:19])=[O:13])(=[O:8])[C:2]1[CH:7]=[CH:6][CH:5]=[CH:4][CH:3]=1>CO.[Pd]>[C:1]([NH:9][CH:10]([CH2:41][C:42]1[CH:43]=[CH:44][CH:45]=[CH:46][CH:47]=1)[CH2:11][P:12]([CH2:23][C:24]([N:26]1[CH2:40][CH2:39][CH2:38][C@H:27]1[C:28]([OH:30])=[O:29])=[O:25])([O:14][CH2:15][O:16][C:17](=[O:22])[C:18]([CH3:21])([CH3:20])[CH3:19])=[O:13])(=[O:8])[C:2]1[CH:7]=[CH:6][CH:5]=[CH:4][CH:3]=1. Procedure: A solution of the diester product from part (a) in methanol is added to a 10% palladium on carbon catalyst and the resulting mixture is shaken in a Parr hydrogenation apparatus for several hours. The catalyst is filtered off and the methanol is stripped from the filtrate. The crude product is chromatographed on silica gel to yield (S)-1-[[[2-(benzoylamino)-3-phenylpropyl][(2,2-dimethyl-1-oxopropoxy)methoxy]phosphinyl]acetyl]-L-proline.